This data is from the Open Reaction Database (ORD), a public repository of structured organic reaction records. The task is: describe an organic reaction: reactants, conditions, products, and yield The reactants are I.CSC(NC(C1=CC=CC=C1)C1=CC=CC=C1)=N (methyl-N-(diphenylmethyl)-carbamimidothioate hydroiodide), N1CCCCC1 (piperidine). Solvent: CC(C)(C)O (t-BuOH). The product is I.C1(=CC=CC=C1)C(NC(=N)N1CCCCC1)C1=CC=CC=C1 (N-(diphenylmethyl)-1-piperidinecarboximidamide monohydroiodide). RXN SMILES: [IH:1].CS[C:4](=[NH:19])[NH:5][CH:6]([C:13]1[CH:18]=[CH:17][CH:16]=[CH:15][CH:14]=1)[C:7]1[CH:12]=[CH:11][CH:10]=[CH:9][CH:8]=1.[NH:20]1[CH2:25][CH2:24][CH2:23][CH2:22][CH2:21]1>CC(O)(C)C>[IH:1].[C:7]1([CH:6]([C:13]2[CH:18]=[CH:17][CH:16]=[CH:15][CH:14]=2)[NH:5][C:4]([N:20]2[CH2:25][CH2:24][CH2:23][CH2:22][CH2:21]2)=[NH:19])[CH:8]=[CH:9][CH:10]=[CH:11][CH:12]=1 |f:0.1,4.5|. Reported procedure: To a suspension of 9.61 g (0.025 mole) of methyl-N-(diphenylmethyl)-carbamimidothioate hydroiodide in 20 ml of t-BuOH is added 4.26 g (0.05 mole) of piperidine. The mixture is heated under reflux over night. The resulting crystals after cooling in ice, are filtered; mp 200°-213° C. One recrystallization from methanol-t-BuOH yields the pure product, N-(diphenylmethyl)-1-piperidinecarboximidamide monohydroiodide as a white crystalline solid; mp 207°-210° C. Reactants: CS(=O)(=O)Cl, C=COC(=O)N1CC2CC3C4CC(F)C5=CC(=O)C=CC5(C)C4(F)C(O)CC3(C)C2(C(=O)CO)C1, CCN(C(C)C)C(C)C, ClCCl. Yields the product C=COC(=O)N1CC2CC3C4CC(F)C5=CC(=O)C=CC5(C)C4(F)C(O)CC3(C)C2(C(=O)COS(C)(=O)=O)C1. As a reaction SMILES: [CH3:36][S:37](=[O:38])(=[O:39])[Cl:40].[CH:1](=[CH2:2])[O:3][C:4](=[O:5])[N:6]1[CH2:7][CH:8]2[CH2:9][CH:10]3[C:11]([CH3:35])([CH2:12][CH:13]([OH:28])[C:14]4([F:27])[C:15]5([CH3:26])[CH:16]=[CH:17][C:18](=[O:25])[CH:19]=[C:20]5[CH:21]([F:24])[CH2:22][CH:23]34)[C:29]2([C:31]([CH2:32][OH:33])=[O:34])[CH2:30]1.[CH:41]([N:42]([CH2:43][CH3:44])[CH:45]([CH3:46])[CH3:47])([CH3:48])[CH3:49].[Cl:50][CH2:51][Cl:52]>>[CH:1](=[CH2:2])[O:3][C:4](=[O:5])[N:6]1[CH2:7][CH:8]2[CH2:9][CH:10]3[C:11]([CH3:35])([CH2:12][CH:13]([OH:28])[C:14]4([F:27])[C:15]5([CH3:26])[CH:16]=[CH:17][C:18](=[O:25])[CH:19]=[C:20]5[CH:21]([F:24])[CH2:22][CH:23]34)[C:29]2([C:31]([CH2:32][O:33][S:37]([CH3:36])(=[O:38])=[O:39])=[O:34])[CH2:30]1. Starting materials: BrC=1C(=NC=C(C(=O)NC2=CC(=C(C=C2)OC(F)(F)F)F)C1)N1C[C@@H](CC1)O ((R)-5-bromo-N-(3-fluoro-4-(trifluoromethoxy)phenyl)-6-(3-hydroxypyrrolidin-1-yl)nicotinamide), N1N=CC=C1 (1H-pyrazole), C(=O)([O-])[O-].[Na+].[Na+] (Na2CO3), COCCOC (DME), Si-Thiol. The reagents and catalysts are Cl[Pd]([P](C1=CC=CC=C1)(C2=CC=CC=C2)C3=CC=CC=C3)([P](C4=CC=CC=C4)(C5=CC=CC=C5)C6=CC=CC=C6)Cl (Pd(PPh3)2Cl2). Run in CCO (EtOH), O (water). The product is FC=1C=C(C=CC1OC(F)(F)F)NC(C1=CN=C(C(=C1)C1=CC=NN1)N1C[C@@H](CC1)O)=O ((R)—N-(3-Fluoro-4-(trifluoromethoxy)phenyl)-6-(3-hydroxypyrrolidin-1-yl)-5-(1H-pyrazol-5-yl)nicotinamide). RXN SMILES: Br[C:2]1[C:3]([N:23]2[CH2:27][CH2:26][C@@H:25]([OH:28])[CH2:24]2)=[N:4][CH:5]=[C:6]([CH:22]=1)[C:7]([NH:9][C:10]1[CH:15]=[CH:14][C:13]([O:16][C:17]([F:20])([F:19])[F:18])=[C:12]([F:21])[CH:11]=1)=[O:8].[NH:29]1[CH:33]=[CH:32][CH:31]=[N:30]1.C([O-])([O-])=O.[Na+].[Na+].COCCOC>Cl[Pd](Cl)([P](C1C=CC=CC=1)(C1C=CC=CC=1)C1C=CC=CC=1)[P](C1C=CC=CC=1)(C1C=CC=CC=1)C1C=CC=CC=1.CCO.O>[F:21][C:12]1[CH:11]=[C:10]([NH:9][C:7](=[O:8])[C:6]2[CH:22]=[C:2]([C:31]3[NH:30][N:29]=[CH:33][CH:32]=3)[C:3]([N:23]3[CH2:27][CH2:26][C@@H:25]([OH:28])[CH2:24]3)=[N:4][CH:5]=2)[CH:15]=[CH:14][C:13]=1[O:16][C:17]([F:20])([F:19])[F:18] |f:2.3.4,^1:48,67|. Procedure: A mixture of (R)-5-bromo-N-(3-fluoro-4-(trifluoromethoxy)phenyl)-6-(3-hydroxypyrrolidin-1-yl)nicotinamide (Stage 13.2, 100 mg, 0.215 mmol), 5-(4,4,5,5-tetramethyl-1,3,2-dioxaborolan-2-yl)-1-(2-(trimethylsilyl)ethoxy)methyl)-1H-pyrazole (104 mg, 0.321 mmol), Pd(PPh3)2Cl2 (15.2 mg, 0.022 mmol), Na2CO3 (91 mg, 0.862 mmol), DME (914 μL), water (261 μL) and EtOH (131 μL) in a MW vial was sealed, evacuated/purged 3 times with argon and subjected to MW irradiation at 125° C. for 20 min. The RM was dilu...